Dataset: the Open Reaction Database (ORD), a public repository of structured organic reaction records. Task: describe an organic reaction: reactants, conditions, products, and yield Starting materials: N(CC(=O)NCC(=O)O)C(=O)OC(C)(C)C (t-BOC-GlyGly), C(=O)(C(F)(F)F)O (TFA). The solvent is C(Cl)Cl (CH2Cl2). Conditions: time 1 hour. Yields the product C(=O)(C(F)(F)F)O.NCC(=O)NCC(=O)O (TFA GlyGly). Reaction SMILES: [NH:1](C(OC(C)(C)C)=O)[CH2:2][C:3]([NH:5][CH2:6][C:7]([OH:9])=[O:8])=[O:4].[C:17]([OH:23])([C:19]([F:22])([F:21])[F:20])=[O:18]>C(Cl)Cl>[C:17]([OH:23])([C:19]([F:22])([F:21])[F:20])=[O:18].[NH2:1][CH2:2][C:3]([NH:5][CH2:6][C:7]([OH:9])=[O:8])=[O:4] |f:3.4|. Reported procedure: A 100 mL media bottle equipped with a septum cap and stir bar was charged with of t-BOC-GlyGly-Ama-diEt (5.12 g, 13.14 mmol) and CH2Cl2(15 mL). With vigorous stirring, TFA (25 mL in 25 mL CH2Cl2) was added dropwise. After 1 hour the reaction was complete, the TFA was removed in vacuo and the trifluoroacetate salt precipitated with Et2O. The TFA-GlyGly-Ama-diEt salt was collected by filteration, washed with Et2O and recrystallized from absolute EtOH:ether (7:3 v/v). The white crystals were dried ... Yields the product CCCCCC(CC(=O)O)c1ccc(OC)cc1OC. Starting materials: CCCCCC(c1ccc(OC)cc1OC)C(C(=O)O)C(=O)O, Cc1ccccc1C. As a reaction SMILES: [CH3:1][O:2][c:3]1[c:4]([CH:11]([CH2:12][CH2:13][CH2:14][CH2:15][CH3:16])[CH:17]([C:18](=[O:19])[OH:20])[C:21]([OH:22])=[O:23])[cH:5][cH:6][c:7]([O:9][CH3:10])[cH:8]1.[c:24]1([CH3:25])[c:26]([CH3:27])[cH:28][cH:29][cH:30][cH:31]1>>[CH3:1][O:2][c:3]1[c:4]([CH:11]([CH2:12][CH2:13][CH2:14][CH2:15][CH3:16])[CH2:17][C:18](=[O:19])[OH:20])[cH:5][cH:6][c:7]([O:9][CH3:10])[cH:8]1. The reactants are CC(=O)C1=CC=C(C=C1)Cl (4-chloroacetophenone), C(C)OC(N(C)C)OCC (dimethylformamide diethylacetal). Yields the product CN(C=CC(=O)C1=CC=C(C=C1)Cl)C (3-dimethylamino-1(4-chloro-phenyl)-2-propen-1-one). RXN SMILES: [CH3:1][C:2]([C:4]1[CH:9]=[CH:8][C:7]([Cl:10])=[CH:6][CH:5]=1)=[O:3].C(O[CH:14](OCC)[N:15]([CH3:17])[CH3:16])C>>[CH3:14][N:15]([CH3:17])[CH:16]=[CH:1][C:2]([C:4]1[CH:9]=[CH:8][C:7]([Cl:10])=[CH:6][CH:5]=1)=[O:3]. Procedure: Stage 3.05 g (3.23 mmol) of 4-chloroacetophenone are stirred in 3.6 ml of dimethylformamide diethylacetal for 17.5 h at 110°. After cooling, precipitation is effected with hexane and the precipitate is isolated by filtration and dried. 3-dimethylamino-1(4-chloro-phenyl)-2-propen-1-one is obtained; 1H-NMR (DMSO): 2.9 (3H,s), 3.1 (3H,s), 5.8 (1H,d), 7.5 (2H,m), 7.75 (1H,d), 7.95 (2H,m). The reactants are CCCC[N+](CCCC)(CCCC)Cc1ccccc1, CC(=O)OC(C)=O, [Cl-], ClCCl, N#C[Na], Cc1oc(-c2ccco2)nc1CCc1ccc(CCCCC=O)cc1. Product: CC(=O)OC(C#N)CCCCc1ccc(CCc2nc(-c3ccco3)oc2C)cc1. As a reaction SMILES: [CH2:37]([N+:38]([CH2:39][CH2:40][CH2:41][CH3:42])([CH2:43][CH2:44][CH2:45][CH3:46])[CH2:47][CH2:48][CH2:49][CH3:50])[c:51]1[cH:52][cH:53][cH:54][cH:55][cH:56]1.[CH3:29][C:30](=[O:31])[O:32][C:33](=[O:34])[CH3:35].[Cl-:36].[Cl:57][CH2:58][Cl:59].[Na:26][C:27]#[N:28].[o:1]1[c:2](-[c:6]2[o:7][c:8]([CH3:25])[c:9]([CH2:11][CH2:12][c:13]3[cH:14][cH:15][c:16]([CH2:19][CH2:20][CH2:21][CH2:22][CH:23]=[O:24])[cH:17][cH:18]3)[n:10]2)[cH:3][cH:4][cH:5]1>>[o:1]1[c:2](-[c:6]2[o:7][c:8]([CH3:25])[c:9]([CH2:11][CH2:12][c:13]3[cH:14][cH:15][c:16]([CH2:19][CH2:20][CH2:21][CH2:22][CH:23]([O:24][C:30]([CH3:29])=[O:31])[C:27]#[N:28])[cH:17][cH:18]3)[n:10]2)[cH:3][cH:4][cH:5]1. The reactants are C1CCOC1, [Li]CCCC, Cc1ccccc1, COc1cc(C)cc(OC)c1, BrCCCCc1ccccc1. The product is COc1cc(C)cc(OC)c1CCCCc1ccccc1. As a reaction SMILES: [CH2:28]1[O:29][CH2:30][CH2:31][CH2:32]1.[CH3:1][CH2:2][CH2:3][CH2:4][Li:5].[CH3:33][c:34]1[cH:35][cH:36][cH:37][cH:38][cH:39]1.[CH3:6][O:7][c:8]1[cH:9][c:10]([CH3:16])[cH:11][c:12]([O:14][CH3:15])[cH:13]1.[c:17]1([CH2:23][CH2:24][CH2:25][CH2:26][Br:27])[cH:18][cH:19][cH:20][cH:21][cH:22]1>>[CH3:6][O:7][c:8]1[cH:9][c:10]([CH3:16])[cH:11][c:12]([O:14][CH3:15])[c:13]1[CH2:26][CH2:25][CH2:24][CH2:23][c:17]1[cH:18][cH:19][cH:20][cH:21][cH:22]1. The reactants are O=C(CCC(=O)OCC)CCC(=O)OCC (diethyl 4-oxopimelate), CCCC1=C(C=CC(=C1O)C(=O)C)O (2,4-dihydroxy-3-propylacetophenone), N1CCCC1 (pyrrolidine). Solvent: C1(=CC=CC=C1)C (toluene). Conditions: time 4 hour. The product is O=C1CC(OC2=C1C=CC(=C2CCC)O)(CCC(=O)OCC)CCC(=O)OCC (diethyl 3,4-dihydro-4-oxo-7-hydroxy-8-propyl-2H-1-benzopyran-2,2-dipropanoate). Reaction SMILES: [O:1]=[C:2]([CH2:10][CH2:11][C:12]([O:14][CH2:15][CH3:16])=[O:13])[CH2:3][CH2:4][C:5]([O:7][CH2:8][CH3:9])=[O:6].[CH3:17][CH2:18][CH2:19][C:20]1[C:25](O)=[C:24]([C:27]([CH3:29])=[O:28])[CH:23]=[CH:22][C:21]=1[OH:30].N1CCCC1>C1(C)C=CC=CC=1>[O:28]=[C:27]1[C:24]2[CH:23]=[CH:22][C:21]([OH:30])=[C:20]([CH2:19][CH2:18][CH3:17])[C:25]=2[O:1][C:2]([CH2:3][CH2:4][C:5]([O:7][CH2:8][CH3:9])=[O:6])([CH2:10][CH2:11][C:12]([O:14][CH2:15][CH3:16])=[O:13])[CH2:29]1. Reported procedure: A stirred solution of 12.3 g (53.5 mmol) of diethyl 4-oxopimelate, 10.4 g (53.5 mmol) of 2,4-dihydroxy-3-propylacetophenone, and 3.8 g (55 mmol) of pyrrolidine in 62 ml of toluene was refluxed under a water separator. After 4 hours, the mixture was allowed to cool. The solvent was removed under reduced pressure and the resultant oil was chromatographed on silica gel using ethyl acetate-hexane as eluent. The titled diester (4.98 g) was found to be homogeneous by thin-layer chromatography (20% by ... The reactants are NC=1SC2=C(N1)C=CC(=C2)F (2-amino-6-fluoro-benzothiazole), ICC#N (iodoacetonitrile), [OH-].[K+] (potassium hydroxide). Solvent: C(C)(=O)O (acetic acid), C(C)(=O)O (acetic acid), C(C)O (ethanol), O (water). Conditions: temperature 10 celsius. The product is NC1=C(C=C(C=C1)F)SCC#N ((2-Amino-5-fluoro-phenylsulfanyl)acetonitrile). Reaction SMILES: N[C:2]1[S:3][C:4]2[CH:10]=[C:9]([F:11])[CH:8]=[CH:7][C:5]=2[N:6]=1.[OH-].[K+].IC[C:16]#[N:17]>O.C(O)(=O)C.C(O)C>[NH2:6][C:5]1[CH:7]=[CH:8][C:9]([F:11])=[CH:10][C:4]=1[S:3][CH2:2][C:16]#[N:17] |f:1.2|. Procedure details: A suspension of 2-amino-6-fluoro-benzothiazole (5.13 g) was stirred for 6½ h at 165-170 ° C. under nitrogen in a solution of potassium hydroxide (10.3 g) in water (20 ml). The resulting mixture was cooled to 10° C. and adjusted to pH ˜8 by adding acetic acid, keeping the temperature below 25° C. The mixture was cooled to 10° C. and ethanol (30 ml) and iodoacetonitrile (2.20 ml) were added. After stirring for 15 min acetic acid (1.8 ml) was added and approx. half of the solvent was removed in vac...